Dataset: the Open Reaction Database (ORD), a public repository of structured organic reaction records. Task: describe an organic reaction: reactants, conditions, products, and yield Yields the product C(C)N(C1=C(C=CC(=C1)OC)[C@H]1CC=2C=CC(=CC2CC1)O)CC1=CC(=C(C=C1)OCCN(C[C@H]1OCCC1)C)F ((R)-6-{2-{Ethyl{3-fluoro-4-{2-{methyl[(S)-tetrahydrofuran-2-ylmethyl]amino}ethoxy}benzyl}amino}-4-methoxyphenyl}-5,6,7,8-tetrahydronaphthalen-2-ol). Procedure: Synthesized from pivalic acid (R)-6-{2-[ethyl(3-fluoro-4-hydroxybenzoyl)amino]-4-methoxyphenyl}-5,6,7,8-tetrahydronaphthalen-2-yl ester (15 mg) and 2-chloro-N-methyl-N-[(S)-tetrahydrofuran-2-ylmethyl]acetamide (11 mg) according to an analogous synthetic method to Example 404 and purified by LC-MS, the title compound (3.4 mg) was obtained. Starting materials: C(C)N(C1=C(C=CC(=C1)OC)[C@H]1CC=2C=CC(=CC2CC1)OC(C(C)(C)C)=O)C(C1=CC(=C(C=C1)O)F)=O (pivalic acid (R)-6-{2-[ethyl(3-fluoro-4-hydroxybenzoyl)amino]-4-methoxyphenyl}-5,6,7,8-tetrahydronaphthalen-2-yl ester), ClCC(=O)N(C[C@H]1OCCC1)C (2-chloro-N-methyl-N-[(S)-tetrahydrofuran-2-ylmethyl]acetamide). The yield is 20.9%. RXN SMILES: [CH2:1]([N:3]([C:29](=O)[C:30]1[CH:35]=[CH:34][C:33]([OH:36])=[C:32]([F:37])[CH:31]=1)[C:4]1[CH:9]=[C:8]([O:10][CH3:11])[CH:7]=[CH:6][C:5]=1[C@@H:12]1[CH2:21][CH2:20][C:19]2[CH:18]=[C:17]([O:22]C(=O)C(C)(C)C)[CH:16]=[CH:15][C:14]=2[CH2:13]1)[CH3:2].Cl[CH2:40][C:41]([N:43]([CH3:50])[CH2:44][C@@H:45]1[CH2:49][CH2:48][CH2:47][O:46]1)=O>>[CH2:1]([N:3]([CH2:29][C:30]1[CH:35]=[CH:34][C:33]([O:36][CH2:40][CH2:41][N:43]([CH3:50])[CH2:44][C@@H:45]2[CH2:49][CH2:48][CH2:47][O:46]2)=[C:32]([F:37])[CH:31]=1)[C:4]1[CH:9]=[C:8]([O:10][CH3:11])[CH:7]=[CH:6][C:5]=1[C@@H:12]1[CH2:21][CH2:20][C:19]2[CH:18]=[C:17]([OH:22])[CH:16]=[CH:15][C:14]=2[CH2:13]1)[CH3:2]. Reactants: CC(C)(C)O, O=C([O-])[O-], N#Cc1c(N2CCOCC2)sc(C=O)c1-c1ccc(Cl)cc1Cl, I, [K+], [K+], CC(N)CN. The product is CC1CNC(c2sc(N3CCOCC3)c(C#N)c2-c2ccc(Cl)cc2Cl)=N1. As a reaction SMILES: [C:24]([OH:25])([CH3:26])([CH3:27])[CH3:28].[C:35](=[O:36])([O-:37])[O-:38].[Cl:1][c:2]1[c:3](-[c:9]2[c:10]([C:22]#[N:23])[c:11]([N:16]3[CH2:17][CH2:18][O:19][CH2:20][CH2:21]3)[s:12][c:13]2[CH:14]=[O:15])[cH:4][cH:5][c:6]([Cl:8])[cH:7]1.[I:34].[K+:39].[K+:40].[NH2:29][CH2:30][CH:31]([CH3:32])[NH2:33]>>[Cl:1][c:2]1[c:3](-[c:9]2[c:10]([C:22]#[N:23])[c:11]([N:16]3[CH2:17][CH2:18][O:19][CH2:20][CH2:21]3)[s:12][c:13]2[C:14]2=[N:33][CH:31]([CH3:32])[CH2:30][NH:29]2)[cH:4][cH:5][c:6]([Cl:8])[cH:7]1.